Dataset: the Open Reaction Database (ORD), a public repository of structured organic reaction records. Task: describe an organic reaction: reactants, conditions, products, and yield The product is C(C)(C)N(C(CN1C2=C(N(C(C(C1=O)(C(C(=O)C1=CC=CC=C1)C)C)=O)C1=CC=CC=C1)C=CC=C2)=O)C2=CC=CC=C2 (N-Isopropyl-2-[3-methyl-2,4-dioxo-3-(1-phenyl-1-oxoprop-2-yl)-5-phenyl-2,3,4,5-tetrahydro-benzo[b][1,4]diazepin-1-yl]-N-phenyl acetamide). Reaction SMILES: [H-].[Na+].[CH:3]([N:6]([C:39]1[CH:44]=[CH:43][CH:42]=[CH:41][CH:40]=1)[C:7](=[O:38])[CH2:8][N:9]1[C:15](=[O:16])[C:14]([CH3:26])([CH2:17][C:18]([C:20]2[CH:25]=[CH:24][CH:23]=[CH:22][CH:21]=2)=[O:19])[C:13](=[O:27])[N:12]([C:28]2[CH:33]=[CH:32][CH:31]=[CH:30][CH:29]=2)[C:11]2[CH:34]=[CH:35][CH:36]=[CH:37][C:10]1=2)([CH3:5])[CH3:4].I[CH3:46]>CN(C=O)C.Cl>[CH:3]([N:6]([C:39]1[CH:40]=[CH:41][CH:42]=[CH:43][CH:44]=1)[C:7](=[O:38])[CH2:8][N:9]1[C:15](=[O:16])[C:14]([CH3:26])([CH:17]([CH3:46])[C:18]([C:20]2[CH:25]=[CH:24][CH:23]=[CH:22][CH:21]=2)=[O:19])[C:13](=[O:27])[N:12]([C:28]2[CH:29]=[CH:30][CH:31]=[CH:32][CH:33]=2)[C:11]2[CH:34]=[CH:35][CH:36]=[CH:37][C:10]1=2)([CH3:5])[CH3:4] |f:0.1|. Reported procedure: 8.2 mg (0.21 mmol) of 60% sodium hydride is added to a solution of 0.075 g (0.14 mmol) of N-Isopropyl-2-[3-methyl-2,4-dioxo-3-(2-phenyl-2-oxoethyl)-5-phenyl-2,3,4,5-tetrahydro-benzo[b][1,4]diazepin-1-yl]-N-phenyl acetamide, prepared as in Example 7, in 2 ml of DMF. After 5 min, 0.009 mL (0.15 mmol) of iodomethane is added and the solution stirred at RT for 25 min. The reaction mixture is diluted with 10 mL of 1N HCl and extracted with EtOAc (×3). The organic extracts are washed with H2O and brin... Run in Cl (HCl), CN(C)C=O (DMF). Isolated yield 21.2%. Reactants: [H-].[Na+] (sodium hydride), C(C)(C)N(C(CN1C2=C(N(C(C(C1=O)(CC(=O)C1=CC=CC=C1)C)=O)C1=CC=CC=C1)C=CC=C2)=O)C2=CC=CC=C2 (N-Isopropyl-2-[3-methyl-2,4-dioxo-3-(2-phenyl-2-oxoethyl)-5-phenyl-2,3,4,5-tetrahydro-benzo[b][1,4]diazepin-1-yl]-N-phenyl acetamide), IC (iodomethane). Run at time 5 minute. The reactants are Cl (hydrochloric acid), C(C)(=O)O (acetic acid), C(C)(C)(C)NC1=C(C=C(C(=N1)N1C=C(C(C2=CC(=C(C(=C12)F)F)F)=O)C(=O)OCC)F)F (ethyl 1-[6-(t-butylamino)-3,5-difluoropyridine-2-yl]-6,7,8-trifluoro-4-oxo-1,4-dihydroquinoline-3-carboxylate). Run in O (water). Run at time 7 hour. Yields the product NC1=C(C=C(C(=N1)N1C=C(C(C2=CC(=C(C(=C12)F)F)F)=O)C(=O)O)F)F (1-(6-amino-3,5-difluoropyridine-2-yl)-6,7,8-trifluoro-4-oxo-1,4-dihydroquinoline-3-carboxylic acid). Isolated yield 95.0%. RXN SMILES: Cl.C(O)(=O)C.C([NH:10][C:11]1[N:16]=[C:15]([N:17]2[C:26]3[C:21](=[CH:22][C:23]([F:29])=[C:24]([F:28])[C:25]=3[F:27])[C:20](=[O:30])[C:19]([C:31]([O:33]CC)=[O:32])=[CH:18]2)[C:14]([F:36])=[CH:13][C:12]=1[F:37])(C)(C)C>O>[NH2:10][C:11]1[N:16]=[C:15]([N:17]2[C:26]3[C:21](=[CH:22][C:23]([F:29])=[C:24]([F:28])[C:25]=3[F:27])[C:20](=[O:30])[C:19]([C:31]([OH:33])=[O:32])=[CH:18]2)[C:14]([F:36])=[CH:13][C:12]=1[F:37]. Procedure: To a mixed solution of 0.5 ml of 4N hydrochloric acid and 0.5 ml of acetic acid was added 235 mg of ethyl 1-[6-(t-butylamino)-3,5-difluoropyridine-2-yl]-6,7,8-trifluoro-4-oxo-1,4-dihydroquinoline-3-carboxylate, and the mixture was heated under reflux with stirring for 7 hours. After adding 1 ml of distilled water, the mixture was allowed to cool, and the precipitate was collected by filtration and washed with ethanol and diisopropylether successively to obtain 182 mg of the title compound as a c...